This data is from the Open Reaction Database (ORD), a public repository of structured organic reaction records. The task is: describe an organic reaction: reactants, conditions, products, and yield The reactants are C(\C=C\C)C1C(C(CCC1)CC(=O)OCC)=O (ethyl {3-[(2E)-but-2-en-1-yl]-2-oxocyclohexyl}acetate), B (borane), [OH-].[Na+] (Sodium hydroxide), OO (hydrogen peroxide). Run in O1CCCC1 (tetrahydrofuran), O1CCCC1 (tetrahydrofuran), [Cl-].[Na+].O (brine). Reaction conditions: temperature 0 celsius, time 35 minute. Product: C(C)C1OC2(C(C1)CCCC2CC(=O)OCC)O (2—Ethyl (2-ethyl-7a-hydroxyoctahydro-1-benzofuran-7-yl)acetate). RXN SMILES: [CH2:1]([CH:5]1[CH2:10][CH2:9][CH2:8][CH:7]([CH2:11][C:12]([O:14][CH2:15][CH3:16])=[O:13])[C:6]1=[O:17])/[CH:2]=[CH:3]/[CH3:4].B.[OH-:19].[Na+].OO>O1CCCC1.[Cl-].[Na+].O>[CH2:3]([CH:2]1[CH2:1][CH:5]2[CH2:10][CH2:9][CH2:8][CH:7]([CH2:11][C:12]([O:14][CH2:15][CH3:16])=[O:13])[C:6]2([OH:19])[O:17]1)[CH3:4] |f:2.3,6.7.8|. Procedure details: To a stirred solution of ethyl {3-[(2E)-but-2-en-1-yl]-2-oxocyclohexyl}acetate (565 mg, 2.37 mmol) in tetrahydrofuran (20 ml) at 0° C. was added borane.tetrahydrofuran complex (1 M in tetrahydrofuran, 3.56 ml, 3.56 mmol) and the reaction allowed to stir at 0° C. for 35 min. Sodium hydroxide (4N, 5.6 ml) and hydrogen peroxide (5.6 ml) were added and the reaction allowed to stir at room temperature for 1 h. Diluted with brine, then extracted three times with dichloromethane. The combined organics ... Starting materials: CN(N)C1=NC=C(C=C1)C(F)(F)F (2-(1-methylhydrazinyl)-5-(trifluoromethyl)pyridine), CC1=CC(=NN1CC(=O)N1CCC(CC1)C=1SC=C(N1)C=O)C(F)(F)F (2-(1-{[5-methyl-3-(trifluoromethyl)-1H-pyrazol-1-yl]acetyl}piperidin-4-yl)-1,3-thiazole-4-carbaldehyde). Run in C(C)O (ethanol). Conditions: time 24 hour. The product is CN(N=CC=1N=C(SC1)C1CCN(CC1)C(CN1N=C(C=C1C)C(F)(F)F)=O)C1=NC=C(C=C1)C(F)(F)F (2-(1-{[5-Methyl-3-(trifluoromethyl)-1H-pyrazol-1-yl]acetyl}piperidin-4-yl)-1,3-thiazole-4-carbaldehyde methyl[5-(trifluoromethyl)pyridin-2-yl]hydrazone). RXN SMILES: [CH3:1][N:2]([C:4]1[CH:9]=[CH:8][C:7]([C:10]([F:13])([F:12])[F:11])=[CH:6][N:5]=1)[NH2:3].[CH3:14][C:15]1[N:19]([CH2:20][C:21]([N:23]2[CH2:28][CH2:27][CH:26]([C:29]3[S:30][CH:31]=[C:32]([CH:34]=O)[N:33]=3)[CH2:25][CH2:24]2)=[O:22])[N:18]=[C:17]([C:36]([F:39])([F:38])[F:37])[CH:16]=1>C(O)C>[CH3:1][N:2]([C:4]1[CH:9]=[CH:8][C:7]([C:10]([F:13])([F:11])[F:12])=[CH:6][N:5]=1)[N:3]=[CH:34][C:32]1[N:33]=[C:29]([CH:26]2[CH2:25][CH2:24][N:23]([C:21](=[O:22])[CH2:20][N:19]3[C:15]([CH3:14])=[CH:16][C:17]([C:36]([F:37])([F:39])[F:38])=[N:18]3)[CH2:28][CH2:27]2)[S:30][CH:31]=1. Reported procedure: At room temperature, 2-(1-methylhydrazinyl)-5-(trifluoromethyl)pyridine (58 mg) is added to a solution of 2-(1-{[5-methyl-3-(trifluoromethyl)-1H-pyrazol-1-yl]acetyl}piperidin-4-yl)-1,3-thiazole-4-carbaldehyde (100 mg) in ethanol. The reaction mixture is stirred for 24 hours, and the solvent is then removed under reduced pressure. The residue is purified by column chromatography (silica gel, ethyl acetate:hexane 0%-100% elution gradient). This gives 2-(1-{[5-methyl-3-(trifluoromethyl)-1H-pyrazol-... The reactants are F[B-](F)(F)F, CCN(C(C)C)C(C)C, COc1ccc(-c2nocc2C(=O)O)cc1, OC1(c2ccccc2Cl)CCNC1, Cl, CN(C)C=O, CN(C)C(On1nnc2ccccc21)=[N+](C)C. The product is COc1ccc(-c2nocc2C(=O)N2CCC(O)(c3ccccc3Cl)C2)cc1. Reaction SMILES: [B-:26]([F:27])([F:28])([F:29])[F:30].[CH2:17]([N:18]([CH:19]([CH3:20])[CH3:21])[CH:22]([CH3:23])[CH3:24])[CH3:25].[CH3:1][O:2][c:3]1[cH:4][cH:5][c:6](-[c:9]2[n:10][o:11][cH:12][c:13]2[C:14](=[O:15])[OH:16])[cH:7][cH:8]1.[Cl:49][c:50]1[c:51]([C:56]2([OH:61])[CH2:57][NH:58][CH2:59][CH2:60]2)[cH:52][cH:53][cH:54][cH:55]1.[ClH:48].[O:62]=[CH:63][N:64]([CH3:65])[CH3:66].[n:31]1([O:32][C:33]([N:34]([CH3:35])[CH3:36])=[N+:37]([CH3:38])[CH3:39])[c:40]2[cH:41][cH:42][cH:43][cH:44][c:45]2[n:46][n:47]1>>[CH3:1][O:2][c:3]1[cH:4][cH:5][c:6](-[c:9]2[n:10][o:11][cH:12][c:13]2[C:14](=[O:16])[N:58]2[CH2:57][C:56]([c:51]3[c:50]([Cl:49])[cH:55][cH:54][cH:53][cH:52]3)([OH:61])[CH2:60][CH2:59]2)[cH:7][cH:8]1. The product is NCC=1C=C(C=CC1)C1=NN=C(O1)C=1C(=NC=C(N1)C1=CC=C(C=C1)S(=O)(=O)C(C)C)N (3-[5-[3-(aminomethyl)phenyl]-1,3,4-oxadiazol-2-yl]-5-(4-isopropylsulfonylphenyl)pyrazin-2-amine). The reactants are NC=1N=CC(=NC1C=1OC(=NN1)C1=CC=C(C=C1)CNC)C1=CC=C(C=C1)S(=O)(=O)C(CCO)C (3-[4-[5-amino-6-[5-[4-(methylaminomethyl)phenyl]-1,3,4-oxadiazol-2-yl]pyrazin-2-yl]phenyl]sulfonylbutan-1-ol), ClC=1C=C(C=CC1S(=O)(=O)C(C)C)C=1N=C(C(=NC1)N)C=1OC(=NN1)C1=C(C=C(C=C1)CNC)F (5-(3-chloro-4-isopropylsulfonyl-phenyl)-3-[5-[2-fluoro-4-(methylaminomethyl)phenyl]-1,3,4-oxadiazol-2-yl]pyrazin-2-amine), NC=1N=CC(=NC1C=1OC(=NN1)C1=C(C=C(C=C1)CNC)F)C1=CC=C(C=C1)S(=O)(=O)C(CCO)C (3-[4-[5-amino-6-[5-[2-fluoro-4-(methylaminomethyl)phenyl]-1,3,4-oxadiazol-2-yl]pyrazin-2-yl]phenyl]sulfonylbutan-1-ol), NCC=1C=C(C=CC1)C1=NN=C(O1)C=1C(=NC=C(N1)C1=C(C=CC=C1)S(=O)C)N (3-[5-[3-(aminomethyl)phenyl]-1,3,4-oxadiazol-2-yl]-5-(2-methylsulfinylphenyl)pyrazin-2-amine), FC=1C=C(C=CC1S(=O)(=O)C(C)C)C=1N=C(C(=NC1)N)C=1OC(=NN1)C1=C(C=C(C=C1)CNC)F (5-(3-fluoro-4-isopropylsulfonyl-phenyl)-3-[5-[2-fluoro-4-(methylaminomethyl)phenyl]-1,3,4-oxadiazol-2-yl]pyrazin-2-amine). RXN SMILES: [NH2:1][C:2]1[N:3]=[CH:4][C:5]([C:22]2[CH:27]=[CH:26][C:25]([S:28]([CH:31]([CH3:35])[CH2:32]CO)(=[O:30])=[O:29])=[CH:24][CH:23]=2)=[N:6][C:7]=1[C:8]1[O:9][C:10](C2C=CC(CNC)=CC=2)=[N:11][N:12]=1.[NH2:36][CH2:37][C:38]1[CH:39]=[C:40](C2OC(C3C(N)=NC=C(C4C=CC=CC=4S(C)=O)N=3)=NN=2)[CH:41]=[CH:42][CH:43]=1.FC1C=C(C2N=C(C3OC(C4C=CC(CNC)=CC=4F)=NN=3)C(N)=NC=2)C=CC=1S(C(C)C)(=O)=O.ClC1C=C(C2N=C(C3OC(C4C=CC(CNC)=CC=4F)=NN=3)C(N)=NC=2)C=CC=1S(C(C)C)(=O)=O.NC1N=CC(C2C=CC(S(C(C)CCO)(=O)=O)=CC=2)=NC=1C1OC(C2C=CC(CNC)=CC=2F)=NN=1>>[NH2:36][CH2:37][C:38]1[CH:43]=[C:42]([C:10]2[O:9][C:8]([C:7]3[C:2]([NH2:1])=[N:3][CH:4]=[C:5]([C:22]4[CH:23]=[CH:24][C:25]([S:28]([CH:31]([CH3:32])[CH3:35])(=[O:30])=[O:29])=[CH:26][CH:27]=4)[N:6]=3)=[N:12][N:11]=2)[CH:41]=[CH:40][CH:39]=1. Procedure: Compound IA-88 3-[4-[5-amino-6-[5-[4-(methylaminomethyl)phenyl]-1,3,4-oxadiazol-2-yl]pyrazin-2-yl]phenyl]sulfonylbutan-1-ol 1H NMR (400 MHz, DMSO) d 1.21 (d, 3H), 1.38-1.47 (m, 1H), 1.97-2.05 (m, 1H), 2.64 (t, 3H), 3.38-3.46 (m, 2H), 3.51-3.56 (m, 1H), 4.29 (t, 2H), 7.77 (d, 2H), 7.97-8.01 (m, 2H), 8.26 (d, 2H), 8.40-8.44 (m, 2H), 8.97 (s, 2H) and 9.09 (d, 1H) ppm; MS (ES+) 495.0 Compound IA-257 3-[5-[3-(aminomethyl)phenyl]-1,3,4-oxadiazol-2-yl]-5-(2-methylsulfinylphenyl)pyrazin-2-amine 1H NMR (... Yields the product ClC1=C2C(C(N(C2=CC=C1)C)=O)=O (4-chloro-1-methyl-1H-indole-2,3-dione). Reaction conditions: time 40 minute. Run in C(C)#N (acetonitrile). Reactants: ClC1=C2C(C(NC2=CC=C1)=O)=O (4-chloroisatin), C([O-])([O-])=O.[K+].[K+] (potassium carbonate), IC (iodomethane). Procedure details: To a solution of 4-chloroisatin (CAS#6344-05-4, 3.64 g, 20.0 mmol) in acetonitrile (150 mL) was added potassium carbonate (11.1 g, 80 mmol) followed by iodomethane (2.75 mL, 44.0 mmol). The reaction was then placed at 60° C. and stirred for 40 minutes. The reaction was then cooled to room temperature, filtered and concentrated to 10% of the original volume. The reaction was then diluted with dichloromethane, water, and brine. The layers were separated and the aqueous layer was extracted two addi... RXN SMILES: [Cl:1][C:2]1[CH:10]=[CH:9][CH:8]=[C:7]2[C:3]=1[C:4](=[O:12])[C:5](=[O:11])[NH:6]2.[C:13](=O)([O-])[O-].[K+].[K+].IC>C(#N)C>[Cl:1][C:2]1[CH:10]=[CH:9][CH:8]=[C:7]2[C:3]=1[C:4](=[O:12])[C:5](=[O:11])[N:6]2[CH3:13] |f:1.2.3|. Starting materials: NC1=CC=C(C=N1)CC(=O)OCC (Ethyl 2-(6-aminopyridin-3-yl)acetate). Reagents/catalysts: [O-]CC.[Ti+4].[O-]CC.[O-]CC.[O-]CC (Titanium(IV) ethoxide). Run in C(C1=CC=CC=C1)O (benzyl alcohol). Conditions: temperature 110 celsius. The product is NC1=CC=C(C=N1)CC(=O)OCC1=CC=CC=C1 (benzyl 2-(6-aminopyridin-3-yl)acetate), Intermediate ( 5b ). Isolated yield 51.0%. As a reaction SMILES: [NH2:1][C:2]1[N:7]=[CH:6][C:5]([CH2:8][C:9]([O:11][CH2:12][CH3:13])=[O:10])=[CH:4][CH:3]=1>C(O)C1C=CC=CC=1.[O-]CC.[Ti+4].[O-]CC.[O-]CC.[O-]CC>[NH2:1][C:2]1[N:7]=[CH:6][C:5]([CH2:8][C:9]([O:11][CH2:12][C:13]2[CH:6]=[CH:5][CH:4]=[CH:3][CH:2]=2)=[O:10])=[CH:4][CH:3]=1 |f:2.3.4.5.6|. Procedure details: Ethyl 2-(6-aminopyridin-3-yl)acetate (described in WO 2009/091014) (1.5 g) was dissolved in benzyl alcohol (10 mL). Titanium(IV) ethoxide (1.74 mL) was added and the reaction was heated to 110° C. for 16 hours. The reaction was cooled to room temperature and quenched with 1N HCl. This mixture was basified with saturated sodium bicarbonate and extracted three times with ethyl acetate. The combined organics were dried over MgSO4, filtered, and concentrated. Purification by column chromatography, e... Reactants: Cl (hydrochloric acid), [Cl-].[Na+] (sodium chloride), S1C=NC(=C1)C(C(=O)O)=O (2-(4-thiazolyl)glyoxylic acid), NOCC(=O)OC(C)(C)C (t-butyl 2-aminooxyacetate), C([O-])(O)=O.[Na+] (sodium bicarbonate). Solvent: O (water), C(C)(=O)OCC (ethyl acetate), CO (methanol). Yields the product C(C)(C)(C)OC(=O)CON=C(C(=O)O)C=1N=CSC1 (2-t-butoxycarbonylmethoxyimino-2-(4-thiazolyl)acetic acid). Isolated yield 66.8%. As a reaction SMILES: [S:1]1[CH:5]=[C:4]([C:6](=O)[C:7]([OH:9])=[O:8])[N:3]=[CH:2]1.[NH2:11][O:12][CH2:13][C:14]([O:16][C:17]([CH3:20])([CH3:19])[CH3:18])=[O:15].C(=O)(O)[O-].[Na+].Cl.[Cl-].[Na+]>CO.O.C(OCC)(=O)C>[C:17]([O:16][C:14]([CH2:13][O:12][N:11]=[C:6]([C:4]1[N:3]=[CH:2][S:1][CH:5]=1)[C:7]([OH:9])=[O:8])=[O:15])([CH3:20])([CH3:19])[CH3:18] |f:2.3,5.6|. Procedure details: A mixture of 2-(4-thiazolyl)glyoxylic acid (2.3 g) in methanol (23 ml) and t-butyl 2-aminooxyacetate (2.6 g) was stirred for an hour at ambient temperature. The reaction mixture was added to a mixture of ethyl acetate and water and adjusted to pH 7.5 with saturated aqueous solution of sodium bicarbonate. The separated aqueous layer was adjusted to pH 2.0 with 10% hydrochloric acid and the mixture was saturated sodium chloride. The acidic mixture was extracted with ethyl acetate. The extract laye... Reactants: O=C([O-])[O-], OCCCl, COC(C)(C)C, O=C(C(F)(F)F)C(F)(F)F, [K+], [K+], O. Yields the product FC(F)(F)C1(C(F)(F)F)OCCO1. As a reaction SMILES: [C:21](=[O:22])([O-:23])[O-:24].[CH2:1]([CH2:2][OH:3])[Cl:4].[CH3:15][O:16][C:17]([CH3:18])([CH3:19])[CH3:20].[F:5][C:6]([F:7])([F:8])[C:9](=[O:10])[C:11]([F:12])([F:13])[F:14].[K+:25].[K+:26].[OH2:27]>>[CH2:1]1[CH2:2][O:3][C:9]([C:6]([F:5])([F:7])[F:8])([C:11]([F:12])([F:13])[F:14])[O:10]1. Reactants: C(C1=CC=CC=C1)(=O)C=1C=CC(=C(C1)NC(C)=O)[N+](=O)[O-] (N-(5-benzoyl-2-nitrophenyl)acetamide), S1C=CC=C1 (thiophene), [H][H] (hydrogen), Cl (hydrogen chloride). Reagents/catalysts: [Pt] (platinum-on-charcoal). Solvent: CO (methanol), CO (methanol), CC(C)O (2-propanol). Product: Cl.ON1C(=NC2=C1C=CC(=C2)C(=O)C2=CC=CC=C2)C ((1-hydroxy-2-methyl-1H-benzimidazol-5-yl) phenylmethanone monohydrochloride). Yield: 73.0%. Reaction SMILES: [C:1]([C:9]1[CH:10]=[CH:11][C:12]([N+:19]([O-:21])=O)=[C:13]([NH:15][C:16](=O)[CH3:17])[CH:14]=1)(=[O:8])[C:2]1[CH:7]=[CH:6][CH:5]=[CH:4][CH:3]=1.S1C=CC=C1.[ClH:27].[H][H]>CO.[Pt].CC(O)C>[ClH:27].[OH:21][N:19]1[C:12]2[CH:11]=[CH:10][C:9]([C:1]([C:2]3[CH:7]=[CH:6][CH:5]=[CH:4][CH:3]=3)=[O:8])=[CH:14][C:13]=2[N:15]=[C:16]1[CH3:17] |f:7.8|. Procedure: (a-2) A mixture of 5.6 parts of N-(5-benzoyl-2-nitrophenyl)acetamide, 2 parts of a solution of thiophene in methanol 4%, 200 parts of methanol and 7 parts of 2-propanol, saturated with hydrogen chloride was hydrogenated at normal pressure and at room temperature with 1 part of platinum-on-charcoal catalyst 5%. After the calculated amount of hydrogen was taken up, the catalyst was filtered off and the filtrate was evaporated. The residue was washed with 2-propanone and dried, yielding 4.2 parts (...